From a dataset of the Open Reaction Database (ORD), a public repository of structured organic reaction records. describe an organic reaction: reactants, conditions, products, and yield Reaction conditions: time 2 hour. Procedure details: The product of Example 17, Step C, 2,3,4,5,6-pentafluorophenyl 4-[[2,3-difluoro-6-[[(2-hydroxyethoxy)amino]carbonyl]phenyl]amino]benzoate (150 mg, 0.29 mmol) was dissolved in THF (2 mL), then added dropwise to a solution of NaBH4 (110 mg, 2.90 mmol) in water (2 mL). This mixture was stirred at room temperature for 2 hours, acidified with 1 M HCl, and diluted with water (50 mL). The resulting aqueous mixture was extracted with EtOAc (2×50 mL), then the combined EtOAc fractions washed with water (... As a reaction SMILES: [F:1][C:2]1[C:7]([F:8])=[CH:6][CH:5]=[C:4]([C:9]([NH:11][O:12][CH2:13][CH2:14][OH:15])=[O:10])[C:3]=1[NH:16][C:17]1[CH:36]=[CH:35][C:20]([C:21](OC2C(F)=C(F)C(F)=C(F)C=2F)=[O:22])=[CH:19][CH:18]=1.[BH4-].[Na+].Cl>C1COCC1.O>[F:1][C:2]1[C:3]([NH:16][C:17]2[CH:36]=[CH:35][C:20]([CH2:21][OH:22])=[CH:19][CH:18]=2)=[C:4]([CH:5]=[CH:6][C:7]=1[F:8])[C:9]([NH:11][O:12][CH2:13][CH2:14][OH:15])=[O:10] |f:1.2|. The product is FC=1C(=C(C(=O)NOCCO)C=CC1F)NC1=CC=C(C=C1)CO (3,4-difluoro-N-(2-hydroxyethoxy)-2-[[4-(hydroxymethyl)phenyl]amino]benzamide). The yield is 36.7%. Reactants: [BH4-].[Na+] (NaBH4), Cl (HCl), product, FC1=C(C(=CC=C1F)C(=O)NOCCO)NC1=CC=C(C(=O)OC2=C(C(=C(C(=C2F)F)F)F)F)C=C1 (2,3,4,5,6-pentafluorophenyl 4-[[2,3-difluoro-6-[[(2-hydroxyethoxy)amino]carbonyl]phenyl]amino]benzoate). Run in O (water), O (water), C1CCOC1 (THF).